From a dataset of the Open Reaction Database (ORD), a public repository of structured organic reaction records. describe an organic reaction: reactants, conditions, products, and yield Reactants: ice water, Cl (hydrochloric acid), [OH-].[Na+] (sodium hydroxide), C=1(O)C(O)=CC=CC1 (catechol), C(C=O)(=O)O (glyoxylic acid), C=1(O)C(O)=CC=CC1 (catechol), C([O-])([O-])=O.[K+].[K+] (potassium carbonate), [I-].[K+] (potassium iodide), C(C1=CC=CC=C1)Cl (benzylchloride). The solvent is aqueous solution. Conditions: temperature 40 celsius, time 15 hour. Yields the product C(C1=CC=CC=C1)OC=1C=C(C(C(=O)OCC2=CC=CC=C2)O)C=CC1OCC1=CC=CC=C1 (benzyl 3,4-dibenzyloxymandelate). As a reaction SMILES: [OH-].[Na+].[C:3]1([C:5](=[CH:7][CH:8]=[CH:9][CH:10]=1)[OH:6])O.[C:11]([OH:15])(=[O:14])[CH:12]=[O:13].Cl.[C:17](=[O:20])([O-])[O-].[K+].[K+].[I-].[K+].[CH2:25](Cl)[C:26]1[CH:31]=[CH:30][CH:29]=[CH:28][CH:27]=1>>[CH2:25]([O:6][C:5]1[CH:3]=[C:10]([CH:9]=[CH:8][C:7]=1[O:20][CH2:17][C:3]1[CH:5]=[CH:7][CH:8]=[CH:9][CH:10]=1)[CH:12]([OH:13])[C:11]([O:15][CH2:25][C:26]1[CH:31]=[CH:30][CH:29]=[CH:28][CH:27]=1)=[O:14])[C:26]1[CH:31]=[CH:30][CH:29]=[CH:28][CH:27]=1 |f:0.1,5.6.7,8.9|. Procedure details: 500 ml of an aqueous solution containing 48 g (1.2 mol) of sodium hydroxide was dropwise added to a suspension of 88 g (0.8 mol) of catechol and 109.5 g (about 0.5 mol) of a 40% glyoxylic acid aqueous solution under a nitrogen atmosphere under cooling with ice, and heated to 40° C. for 5 hours. The reaction solution was adjusted to pH 2.0 with 6 N hydrochloric acid under cooling with ice, and unreacted catechol was extracted with ethyl acetate. The water layer was evaporated to dryness under red... Reactants: C=CCOc1ccc(C(=O)c2ccccc2OCOC)cc1, CCO, Cl. The product is C=CCOc1ccc(C(=O)c2ccccc2O)cc1. As a reaction SMILES: [CH2:1]([CH:2]=[CH2:3])[O:4][c:5]1[cH:6][cH:7][c:8]([C:9](=[O:10])[c:11]2[c:12]([O:17][CH2:18][O:19][CH3:20])[cH:13][cH:14][cH:15][cH:16]2)[cH:21][cH:22]1.[CH3:24][CH2:25][OH:26].[ClH:23]>>[CH2:1]([CH:2]=[CH2:3])[O:4][c:5]1[cH:6][cH:7][c:8]([C:9](=[O:10])[c:11]2[c:12]([OH:17])[cH:13][cH:14][cH:15][cH:16]2)[cH:21][cH:22]1. As a reaction SMILES: [C:8]([CH2:9][CH2:10][CH2:11][CH2:12][CH2:13][CH2:14][CH2:15][CH2:16][CH2:17][CH2:18][CH2:19][CH2:20][CH3:21])(=[O:22])[Cl:23].[CH3:1][N:2]([CH2:3][CH2:4][CH2:5][NH2:6])[CH3:7].[CH:24]([Cl:25])([Cl:26])[Cl:27]>>[CH3:1][N:2]([CH2:3][CH2:4][CH2:5][NH:6][C:8]([CH2:9][CH2:10][CH2:11][CH2:12][CH2:13][CH2:14][CH2:15][CH2:16][CH2:17][CH2:18][CH2:19][CH2:20][CH3:21])=[O:22])[CH3:7]. Yields the product CCCCCCCCCCCCCC(=O)NCCCN(C)C. The reactants are CCCCCCCCCCCCCC(=O)Cl, CN(C)CCCN, ClC(Cl)Cl. Starting materials: C1(=CC=CC=C1)C(=CCO)C=1C=C(C=CC1)C(C(=O)OC)C (methyl 2-[3-(1-phenyl-3-hydroxy-1-propenyl)phenyl]propionate), S(=O)(Cl)Cl (thionyl chloride). Solvent: C(Cl)Cl (methylene chloride), C(Cl)Cl (methylene chloride). Conditions: temperature 0 celsius, time 1 hour. The product is C1(=CC=CC=C1)C(=CCCl)C=1C=C(C=CC1)C(C(=O)OC)C (Methyl 2-[3-(1-phenyl-3-chloro-1-propenyl)phenyl]propionate). RXN SMILES: [C:1]1([C:7]([C:11]2[CH:12]=[C:13]([CH:17]([CH3:22])[C:18]([O:20][CH3:21])=[O:19])[CH:14]=[CH:15][CH:16]=2)=[CH:8][CH2:9]O)[CH:6]=[CH:5][CH:4]=[CH:3][CH:2]=1.S(Cl)([Cl:25])=O>C(Cl)Cl>[C:1]1([C:7]([C:11]2[CH:12]=[C:13]([CH:17]([CH3:22])[C:18]([O:20][CH3:21])=[O:19])[CH:14]=[CH:15][CH:16]=2)=[CH:8][CH2:9][Cl:25])[CH:6]=[CH:5][CH:4]=[CH:3][CH:2]=1. Reported procedure: In a three-necked flask with thermometer and presion-compensated addition funnel, a solution of 14.0 g of methyl 2-[3-(1-phenyl-3-hydroxy-1-propenyl)phenyl]propionate in 20 mL dry methylene chloride was placed and cooled to 0° C. A solution of 3.77 mL of thionyl chloride and 5 mL methylene chloride was added along 30 min, keeping the temperature at 5-10° C. After standing for 1 hour, solvents were removed under vacuum. The resulting residue (13,8 g) was identified as the title compound and it wa... Reactants: C1OC23[C@]4(C)[C@@H](CC2(OCCO3)OC1)[C@@H]1CC(C3CCCC[C@]3(C)[C@H]1CC4)=C (17,17-bis(ethylendioxy)-6-methyleneandrostane), C1OC2([C@]3(C)[C@@H](CC2)[C@@H]2CC[C@]4(CC(CC[C@]4(C)[C@H]2CC3)=O)O)OC1 (17,17-(ethylendioxy)-5α-hydroxyandrostane-3-one). Yields the product C1OC2([C@]3(C)[C@@H](CC2)[C@@H]2CC[C@]4(CC(CC[C@]4(C)[C@H]2CC3)=C)O)OC1 (17,17-(ethylendioxy)-3-methylene-androstane-5α-ol). Yield: 98.0%. Reaction SMILES: [CH2:1]1COC23OCCOC2([C@]2(CC[C@H]4[C@@H](CC(=C)C5[C@]4(C)CCCC5)[C@@H]2C3)C)O1.[CH2:29]1[CH2:53][O:52][C:31]2([CH2:36][CH2:35][C@H:34]3[C@H:37]4[C@H:47]([CH2:48][CH2:49][C@:32]23[CH3:33])[C@:45]2([CH3:46])[C@:40]([OH:51])([CH2:41][C:42](=O)[CH2:43][CH2:44]2)[CH2:39][CH2:38]4)[O:30]1>>[CH2:29]1[CH2:53][O:52][C:31]2([CH2:36][CH2:35][C@H:34]3[C@H:37]4[C@H:47]([CH2:48][CH2:49][C@:32]23[CH3:33])[C@:45]2([CH3:46])[C@:40]([OH:51])([CH2:41][C:42](=[CH2:1])[CH2:43][CH2:44]2)[CH2:39][CH2:38]4)[O:30]1. Reported procedure: Following the procedure described above for the preparation 3,3:17,17-bis(ethylendioxy)-6-methyleneandrostane (Prepn. 8) and starting from 17,17-(ethylendioxy)-5α-hydroxyandrostane-3-one, 17,17-(ethylendioxy)-3-methylene-androstane-5α-ol was obtained in 98% yield. 1H-NMR (300 MHz, DMSO-d6, ppm from TMS): δ 4.62 (m, 1H), 4.50 (m, 1H), 3.78 (m, 4H), 3.42 (s, 1H), 2.36-1.03 (m, 21H), 0.93 (s, 3H), 0.75 (s, 3H). Yields the product CC(C)OCc1ccc(Cc2ccc(N)cc2)cc1. The reactants are CCCC[N+](CCCC)(CCCC)CCCC, CC(C)OCc1ccc(Cc2ccc(NC(=O)OCC[Si](C)(C)C)cc2)cc1, CS(C)=O, [F-], C1CCOC1. Reaction SMILES: [CH2:30]([N+:31]([CH2:32][CH2:33][CH2:34][CH3:35])([CH2:36][CH2:37][CH2:38][CH3:39])[CH2:40][CH2:41][CH2:42][CH3:43])[CH2:44][CH2:45][CH3:46].[CH3:1][Si:2]([CH3:3])([CH3:4])[CH2:5][CH2:6][O:26][C:27]([NH:7][c:8]1[cH:9][cH:10][c:11]([CH2:14][c:15]2[cH:16][cH:17][c:18]([CH2:21][O:22][CH:23]([CH3:24])[CH3:25])[cH:19][cH:20]2)[cH:12][cH:13]1)=[O:28].[CH3:52][S:53](=[O:54])[CH3:55].[F-:29].[O:47]1[CH2:48][CH2:49][CH2:50][CH2:51]1>>[NH2:7][c:8]1[cH:9][cH:10][c:11]([CH2:14][c:15]2[cH:16][cH:17][c:18]([CH2:21][O:22][CH:23]([CH3:24])[CH3:25])[cH:19][cH:20]2)[cH:12][cH:13]1.